From a dataset of the Open Reaction Database (ORD), a public repository of structured organic reaction records. describe an organic reaction: reactants, conditions, products, and yield Solvent: C(Cl)Cl (methylene chloride). Product: C(C)OC(CN1C(=NC=2C1=NC=CC2)C2=CC=C(C=C2)Br)=O (2-(4-Bromophenyl)-3H-imidazo[4,5-b]pyridine-3-acetic acid ethyl ester). Reaction SMILES: [CH2:1]([O:3][C:4](=[O:23])[CH2:5][NH:6][C:7]1[C:12]([NH:13][C:14](=O)[C:15]2[CH:20]=[CH:19][C:18]([Br:21])=[CH:17][CH:16]=2)=[CH:11][CH:10]=[CH:9][N:8]=1)[CH3:2].[O-][Si]([O-])=O.[Mg+2]>C(Cl)Cl>[CH2:1]([O:3][C:4](=[O:23])[CH2:5][N:6]1[C:7]2=[N:8][CH:9]=[CH:10][CH:11]=[C:12]2[N:13]=[C:14]1[C:15]1[CH:20]=[CH:19][C:18]([Br:21])=[CH:17][CH:16]=1)[CH3:2] |f:1.2|. Reported procedure: N-[3-[(4-bromobenzoyl)amino]-2-pyridinyl]glycine ethyl ester (4.6 g, 0.012 mole) was heated in glass in a 190° C. oil bath for 1/2 hour. The melt was cooled and methylene chloride (150 ml) added. The solution was twice treated with 25 g of Florisil® and filtered. The filtrate was concentrated in vacuo and the residue recrystallized from isopropyl ether-ethanol to give 2.1 g (49%) of a white flocculent solid, mp 138°-139° C. Reactants: C(C)OC(CNC1=NC=CC=C1NC(C1=CC=C(C=C1)Br)=O)=O (N-[3-[(4-bromobenzoyl)amino]-2-pyridinyl]glycine ethyl ester), [O-][Si](=O)[O-].[Mg+2] (Florisil). Starting materials: NC1=CC=C(C(=O)OCC)C=C1 (ethyl 4-aminobenzoate), N1=CC=CC=C1 (pyridine), C(C)S(=O)(=O)Cl (ethanesulfonyl chloride). Run in C(Cl)Cl (methylene chloride). Conditions: temperature 20 celsius, time 4 hour. Product: C(C)S(=O)(=O)NC1=CC=C(C(=O)O)C=C1 (4-[(Ethylsulfonyl)amino]benzoic acid). Reaction SMILES: [NH2:1][C:2]1[CH:12]=[CH:11][C:5]([C:6]([O:8]CC)=[O:7])=[CH:4][CH:3]=1.N1C=CC=CC=1.[CH2:19]([S:21](Cl)(=[O:23])=[O:22])[CH3:20]>C(Cl)Cl>[CH2:19]([S:21]([NH:1][C:2]1[CH:3]=[CH:4][C:5]([C:6]([OH:8])=[O:7])=[CH:11][CH:12]=1)(=[O:23])=[O:22])[CH3:20]. Procedure details: To a solution of 16.5 g (0.1 mol) of ethyl 4-aminobenzoate and 16 g (0.2 mol) of pyridine in 200 mL of methylene chloride cooled to 0° C. add dropwise 13 g (0.1 mol) of ethanesulfonyl chloride. After the addition is complete stir the mixture at 20° C. for 4 hr. After this time extract the mixture with three 100 mL portions of 1N sodium hydroxide. Heat the basic extracts at reflux for 2 hr, cool to 0°-10° C. and carefully add 60 mL of concentrated hydrochloric acid. Collect the resulting precipit... Starting materials: βAla-OEt·HCI, CN(C)C=O (DMF), N([C@@H](CC(C)C)C(=O)N[C@H](CC1=CNC2=CC=CC=C12)C(=O)NN)C(=O)OC(C)(C)C (Boc-Leu-DTrp-NHNH2), CN(C)C=O (DMF), Cl.O1CCOCC1 (HCl 1,4-dioxane), N(=O)OCCC(C)C (isoamyl nitrite). The solvent is TEA. Reaction conditions: temperature -20 celsius, time 1.5 hour. Yields the product N([C@@H](CC(C)C)C(=O)N[C@H](CC1=CNC2=CC=CC=C12)C(=O)NCCC(=O)OCC)C(=O)OC(C)(C)C (Boc-Leu-DTrp-βAla-OEt). As a reaction SMILES: [NH:1]([C:25]([O:27][C:28]([CH3:31])([CH3:30])[CH3:29])=[O:26])[C@H:2]([C:7]([NH:9][C@@H:10]([C:21]([NH:23]N)=[O:22])[CH2:11][C:12]1[C:20]2[C:15](=[CH:16][CH:17]=[CH:18][CH:19]=2)[NH:14][CH:13]=1)=[O:8])[CH2:3][CH:4]([CH3:6])[CH3:5].Cl.O1CCO[CH2:35][CH2:34]1.N([O:41][CH2:42][CH2:43][CH:44](C)C)=O.CN(C=[O:51])C>>[NH:1]([C:25]([O:27][C:28]([CH3:31])([CH3:30])[CH3:29])=[O:26])[C@H:2]([C:7]([NH:9][C@@H:10]([C:21]([NH:23][CH2:44][CH2:43][C:42]([O:41][CH2:34][CH3:35])=[O:51])=[O:22])[CH2:11][C:12]1[C:20]2[C:15](=[CH:16][CH:17]=[CH:18][CH:19]=2)[NH:14][CH:13]=1)=[O:8])[CH2:3][CH:4]([CH3:6])[CH3:5] |f:1.2|. Procedure: To a solution of Boc-Leu-DTrp-NHNH2 (39 mg) obtained in Example 1-(2) in DMF (0.5 ml) was added 3.1M HCl/1,4-dioxane (81 μl ) at -60° C. The temperature of the solution was raised to -20° C. and isoamyl nitrite (15 μl ) was added. The reaction mixture was stirred at -20° C. to -15° C. for 1.5 h and cooled at -60 ° C. A solution of βAla-OEt·HCI (17 mg) in DMF (0.5 ml) and TEA (50 μl ) were added. The reaction mixture was stirred at 5° C. overnight and concentrated under reduced pressure. The resi... RXN SMILES: [C:1]([O:5][C:6](=[O:16])[NH:7][C:8]1[S:9][CH:10]=[C:11]([C:13](=[O:15])[CH3:14])[N:12]=1)([CH3:4])([CH3:3])[CH3:2].[CH3:17][Mg]Br.[Cl-].[NH4+]>C(OCC)C.O1CCCC1.O>[C:1]([O:5][C:6](=[O:16])[NH:7][C:8]1[S:9][CH:10]=[C:11]([C:13]([OH:15])([CH3:17])[CH3:14])[N:12]=1)([CH3:4])([CH3:2])[CH3:3] |f:2.3|. Run in C(C)OCC (diethyl ether), O (water), C(C)OCC (diethyl ether), O1CCCC1 (tetrahydrofuran), O1CCCC1 (tetrahydrofuran), C(C)OCC (diethyl ether). Reaction conditions: time 30 minute. Reactants: C[Mg]Br (methyl magnesium bromide), C(C)(C)(C)OC(NC=1SC=C(N1)C(C)=O)=O ((4-Acetyl-thiazol-2-yl)-carbamic acid tert-butyl ester), solution, C[Mg]Br (methyl magnesium bromide), [Cl-].[NH4+] (ammonium chloride), solution, C[Mg]Br (methyl magnesium bromide). Yields the product C(C)(C)(C)OC(NC=1SC=C(N1)C(C)(C)O)=O ([4-(1-hydroxy-1-methyl-ethyl)-thiazol-2-yl]-carbamic acid tert-butyl ester). Procedure details: (4-Acetyl-thiazol-2-yl)-carbamic acid tert-butyl ester (500 mg, 2.06 mmol) was taken in to dry tetrahydrofuran (8 mL) and cooled in an ice bath. To this was added a 3 M solution of methyl magnesium bromide (2.752 mL, 8.256 mmol) in diethyl ether over 5 minutes. After 30 minutes, more 3 M solution of methyl magnesium bromide (1 mL, 3 mmol) in diethyl ether was added. After 30 minutes, an additional aliquot of 3 M methyl magnesium bromide (1 mL, 3 mmol) in diethyl ether was added. No further chang... Yield: 47.0%. Reactants: BrC=1C=C2C(=C(C=NC2=CC1)C(=O)C1CC1)N[C@@H]1CC[C@H](CC1)NC(OC(C)(C)C)=O (tert-butyl trans-4-[6-bromo-3-(cyclopropanecarbonyl)quinolin-4-ylamino]cyclohexylcarbamate), ClC1=C(C=C(C(=C1)B1OC(C(O1)(C)C)(C)C)Cl)O (2,5-dichloro-4-(4,4,5,5-tetramethyl-1,3,2-dioxaborolan-2-yl)phenol). Yields the product C1(CC1)C(=O)C=1C=NC2=CC=C(C=C2C1N[C@@H]1CC[C@H](CC1)NC(OC(C)(C)C)=O)C1=C(C=C(C(=C1)Cl)O)Cl (tert-Butyl trans-4-[3-(cyclopropanecarbonyl)-6-(2,5-dichloro-4-hydroxyphenyl)quinolin-4-ylamino]cyclohexylcarbamate). Isolated yield 99.9%. RXN SMILES: Br[C:2]1[CH:3]=[C:4]2[C:9](=[CH:10][CH:11]=1)[N:8]=[CH:7][C:6]([C:12]([CH:14]1[CH2:16][CH2:15]1)=[O:13])=[C:5]2[NH:17][C@H:18]1[CH2:23][CH2:22][C@H:21]([NH:24][C:25](=[O:31])[O:26][C:27]([CH3:30])([CH3:29])[CH3:28])[CH2:20][CH2:19]1.[Cl:32][C:33]1[CH:38]=[C:37](B2OC(C)(C)C(C)(C)O2)[C:36]([Cl:48])=[CH:35][C:34]=1[OH:49]>>[CH:14]1([C:12]([C:6]2[CH:7]=[N:8][C:9]3[C:4]([C:5]=2[NH:17][C@H:18]2[CH2:19][CH2:20][C@H:21]([NH:24][C:25](=[O:31])[O:26][C:27]([CH3:28])([CH3:29])[CH3:30])[CH2:22][CH2:23]2)=[CH:3][C:2]([C:37]2[CH:38]=[C:33]([Cl:32])[C:34]([OH:49])=[CH:35][C:36]=2[Cl:48])=[CH:11][CH:10]=3)=[O:13])[CH2:15][CH2:16]1. Procedure: Following general procedure D, tert-butyl trans-4-[6-bromo-3-(cyclopropanecarbonyl)quinolin-4-ylamino]cyclohexylcarbamate (49 mg, 0.100 mmol) was reacted with 2,5-dichloro-4-(4,4,5,5-tetramethyl-1,3,2-dioxaborolan-2-yl)phenol (85 mg, 0.300 mmol) to afford the crude product (57 mg) as a white solid: ESI MS m/z 570 [C30H33Cl2N3O4+H]+. Reactants: [H][H] (hydrogen), [H-].[Na+] (Sodium hydride), C(CCC)O (n-butanol), BrC1=NC=C(C=C1)Br (2,5-Dibromopyridine). The product is BrC=1C=CC(=NC1)OCCCC (5-bromo-2-n-butoxypyridine). RXN SMILES: [H-].[Na+].[H][H].Br[C:6]1[CH:11]=[CH:10][C:9]([Br:12])=[CH:8][N:7]=1.[CH2:13]([OH:17])[CH2:14][CH2:15][CH3:16]>>[Br:12][C:9]1[CH:10]=[CH:11][C:6]([O:17][CH2:13][CH2:14][CH2:15][CH3:16])=[N:7][CH:8]=1 |f:0.1|. Reported procedure: Sodium hydride (60% w/v dispersion in mineral oil; 1.8 g) was added in portions over 20 minutes to n-butanol (100 ml) with stirring. The mixture was then stirred until no further hydrogen evolution was noted. 2,5-Dibromopyridine (7.1 g) was added and the resulting mixture stirred at reflux for 6 hours. After cooling, the n-butanal was removed by evaporation and the residue was treated with water (50 ml) and extracted with dichloromethane (2×20 ml). The organic extracts were combined, washed with...